From a dataset of the Open Reaction Database (ORD), a public repository of structured organic reaction records. describe an organic reaction: reactants, conditions, products, and yield Yields the product CCCc1nnc(NC(=O)C(c2ccccc2)c2ccccc2)o1. RXN SMILES: [CH2:1]([CH2:2][CH3:3])[c:4]1[n:5][n:6][c:7]([NH2:9])[o:8]1.[Cl-:10].[c:11]1([CH:17]([C:18](=[O:19])[OH:20])[c:21]2[cH:22][cH:23][cH:24][cH:25][cH:26]2)[cH:12][cH:13][cH:14][cH:15][cH:16]1>>[CH2:1]([CH2:2][CH3:3])[c:4]1[n:5][n:6][c:7]([NH:9][C:18]([CH:17]([c:11]2[cH:12][cH:13][cH:14][cH:15][cH:16]2)[c:21]2[cH:22][cH:23][cH:24][cH:25][cH:26]2)=[O:19])[o:8]1. Reactants: CCCc1nnc(N)o1, [Cl-], O=C(O)C(c1ccccc1)c1ccccc1. The reactants are C1(=CC=CC=C1)OC (anisole), FC=1C=C(C(=O)Cl)C=CC1 (3-fluorobenzoyl chloride). The reagents and catalysts are FC(S(=O)(=O)[O-])(F)F.[Sc+3].FC(S(=O)(=O)[O-])(F)F.FC(S(=O)(=O)[O-])(F)F (scandium(III) trifluoromethanesulfonate). Run in [N+](=O)([O-])C (nitromethane). Reaction conditions: temperature 60 celsius, time 3 day. Product: COC1=CC=C(C=C1)C(=O)C1=CC(=CC=C1)F (3-Fluorophenyl 4-methoxyphenyl ketone). The yield is 50.8%. Reaction SMILES: [C:1]1([O:7][CH3:8])[CH:6]=[CH:5][CH:4]=[CH:3][CH:2]=1.[F:9][C:10]1[CH:11]=[C:12]([CH:16]=[CH:17][CH:18]=1)[C:13](Cl)=[O:14]>FC(F)(F)S([O-])(=O)=O.[Sc+3].FC(F)(F)S([O-])(=O)=O.FC(F)(F)S([O-])(=O)=O.[N+](C)([O-])=O>[CH3:8][O:7][C:1]1[CH:6]=[CH:5][C:4]([C:13]([C:12]2[CH:16]=[CH:17][CH:18]=[C:10]([F:9])[CH:11]=2)=[O:14])=[CH:3][CH:2]=1 |f:2.3.4.5|. Reported procedure: To commercially available nitromethane (5 ml) were added commercially available anisole (541 mg), commercially available 3-fluorobenzoyl chloride (793 mg) and commercially available scandium(III) trifluoromethanesulfonate (49 mg), and the admixture was stirred at 60° C. for 3 days. The reaction mixture was partitioned between water and chloroform, and the chloroform layer was then dried with anhydrous magnesium sulfate. After removing the solvent by reduced-pressure distillation, the resulting r... Reactants: N1(CCSCC1)C(=O)N1CC(CC(C1)C1=CC=C(C=C1)OC(F)(F)F)C(=O)O (1-(Thiomorpholin-4-ylcarbonyl)-5-[4-(trifluoromethoxy)phenyl]piperidine-3-carboxylic acid), ON=C(CCO)N (N′,3-dihydroxypropanimidamide). The product is OCCC1=NOC(=N1)C1CN(CC(C1)C1=CC=C(C=C1)OC(F)(F)F)C(=O)N1CCSCC1 ({3-[3-(2-Hydroxyethyl)-1,2,4-oxadiazol-5-yl]-5-[4-(trifluoromethoxy)phenyl]piperidin-1-yl}-(thiomorpholin-4-yl)methanone). RXN SMILES: [N:1]1([C:7]([N:9]2[CH2:14][CH:13]([C:15]3[CH:20]=[CH:19][C:18]([O:21][C:22]([F:25])([F:24])[F:23])=[CH:17][CH:16]=3)[CH2:12][CH:11]([C:26]([OH:28])=O)[CH2:10]2)=[O:8])[CH2:6][CH2:5][S:4][CH2:3][CH2:2]1.O[N:30]=[C:31]([NH2:35])[CH2:32][CH2:33][OH:34]>>[OH:34][CH2:33][CH2:32][C:31]1[N:35]=[C:26]([CH:11]2[CH2:12][CH:13]([C:15]3[CH:16]=[CH:17][C:18]([O:21][C:22]([F:23])([F:24])[F:25])=[CH:19][CH:20]=3)[CH2:14][N:9]([C:7]([N:1]3[CH2:6][CH2:5][S:4][CH2:3][CH2:2]3)=[O:8])[CH2:10]2)[O:28][N:30]=1. Procedure: According to General Method 6A, 1.00 g (2.390 mmol) of the compound from Example 25A and 323 mg (3.107 mmol) of N′,3-dihydroxypropanimidamide were reacted Yield: 848 mg (69% of theory) Starting materials: CN(C)C1=CC=C(C=C1)C=O (4-N,N-dimethylaminobenzaldehyde), [Br-].C(=O)(O)CCCCC[N+]1=C(C=CC=C1)C (N-(5-carboxy-pentyl)picolinium bromide), N1CCCCC1 (piperidine). Run in C(C)O (ethanol). Run at temperature 60 celsius. The product is [Br-].C(=O)(O)CCCCC[N+]1=CC=C(C=C1)C=CC1=CC=C(C=C1)N(C)C (N-(5-carboxypentyl)-4-(4-(dimethylamino)styryl)pyridinium bromide). Reaction SMILES: [CH3:1][N:2]([C:4]1[CH:9]=[CH:8][C:7]([CH:10]=O)=[CH:6][CH:5]=1)[CH3:3].[Br-:12].[C:13]([CH2:16][CH2:17][CH2:18][CH2:19][CH2:20][N+:21]1[CH:26]=[CH:25][CH:24]=[CH:23][C:22]=1C)([OH:15])=[O:14].N1CCCC[CH2:29]1>C(O)C>[Br-:12].[C:13]([CH2:16][CH2:17][CH2:18][CH2:19][CH2:20][N+:21]1[CH:22]=[CH:23][C:24]([CH:29]=[CH:10][C:7]2[CH:6]=[CH:5][C:4]([N:2]([CH3:1])[CH3:3])=[CH:9][CH:8]=2)=[CH:25][CH:26]=1)([OH:15])=[O:14] |f:1.2,5.6|. Procedure details: A mixture of 4-N,N-dimethylaminobenzaldehyde (3 g, 20 mmoles), N-(5-carboxy-pentyl)picolinium bromide (5.6 g, 20 mmoles) and piperidine (2 mL) in ethanol (100 mL) was heated at 60° C. overnight. The mixture was evaporated to dryness in vacuo. The residue was redissolved in methanol and then precipitated with ether to give the product (6.7 g).